Dataset: the Open Reaction Database (ORD), a public repository of structured organic reaction records. Task: describe an organic reaction: reactants, conditions, products, and yield Reactants: Cl (HCl), [H-].[Na+] (sodium hydride), CN(C)C=O (DMF), FC1=C(C=CC(=C1)F)N=C=O (2,4-difluorophenyl isocyanate), C1(C=CC=C2SC3=CC=CC=C3N=C12)=O (phenothiazine-1-one). Conditions: time 12 hour. Yields the product FC1=C(C=CC(=C1)F)NC(=O)C1C(N2C3=C1C=CC=C3SC=3C=CC=CC23)=O (1,2-Dihydro-N-(2,4-difluorophenyl)-1-oxopyrrolo[3,2,1-kl]phenothiazine-2-carboxamide). As a reaction SMILES: [H-].[Na+].[C:3]1(=O)C2[C:7]([S:8][C:9]3[C:14](N=2)=[CH:13][CH:12]=[CH:11][CH:10]=3)=[CH:6][CH:5]=[CH:4]1.[F:18][C:19]1[CH:24]=[C:23]([F:25])[CH:22]=[CH:21][C:20]=1[N:26]=[C:27]=[O:28].Cl.[CH3:30][N:31]([CH:33]=[O:34])[CH3:32]>>[F:18][C:19]1[CH:24]=[C:23]([F:25])[CH:22]=[CH:21][C:20]=1[NH:26][C:27]([CH:14]1[C:13]2[CH:12]=[CH:11][CH:10]=[C:9]3[S:8][C:7]4[CH:6]=[CH:5][CH:4]=[CH:3][C:32]=4[N:31]([C:30]=23)[C:33]1=[O:34])=[O:28] |f:0.1|. Procedure: To a suspension of sodium hydride (0.14 g) in DMF (10 ml) was added pyrrolo[3,2, -1kl]phenothiazine-1-one (0.48 g) and to the resulting solution was slowly added 2,4-difluorophenyl isocyanate (0.31 g). The reaction mixture was stirred for 12 hours and then poured onto ice water (50 ml). The resulting mixture was acidified to pH 2.0 with 6N HCl and the precipitated solid was collected and then air dried to yield the title compound (2.84 g). A sample recrystallized from methylene chloride had a m....